Dataset: the Open Reaction Database (ORD), a public repository of structured organic reaction records. Task: describe an organic reaction: reactants, conditions, products, and yield The reactants are C(C)OC(C(CC(C)C)C=1C=C(C=C(C1)N1C(CCCC1)CCC)C1=CC=C(C=C1)C(F)(F)F)=O (4-methyl-2-[5-(2-propyl-piperidin-1-yl)-4′-trifluoromethyl-biphenyl-3-yl]-pentanoic acid ethyl ester), [OH-].[Na+] (NaOH). Run in CO (MeOH). Run at temperature 60 celsius. Yields the product CC(CC(C(=O)O)C=1C=C(C=C(C1)N1C(CCCC1)CCC)C1=CC=C(C=C1)C(F)(F)F)C (4-methyl-2-[5-(2-propyl-piperidin-1-yl)-4′-trifluoromethyl-biphenyl-3-yl]-pentanoic acid). RXN SMILES: C([O:3][C:4](=[O:35])[CH:5]([C:10]1[CH:11]=[C:12]([C:25]2[CH:30]=[CH:29][C:28]([C:31]([F:34])([F:33])[F:32])=[CH:27][CH:26]=2)[CH:13]=[C:14]([N:16]2[CH2:21][CH2:20][CH2:19][CH2:18][CH:17]2[CH2:22][CH2:23][CH3:24])[CH:15]=1)[CH2:6][CH:7]([CH3:9])[CH3:8])C.[OH-].[Na+]>CO>[CH3:9][CH:7]([CH3:8])[CH2:6][CH:5]([C:10]1[CH:11]=[C:12]([C:25]2[CH:26]=[CH:27][C:28]([C:31]([F:34])([F:33])[F:32])=[CH:29][CH:30]=2)[CH:13]=[C:14]([N:16]2[CH2:21][CH2:20][CH2:19][CH2:18][CH:17]2[CH2:22][CH2:23][CH3:24])[CH:15]=1)[C:4]([OH:35])=[O:3] |f:1.2|. Procedure: To a solution of 4-methyl-2-[5-(2-propyl-piperidin-1-yl)-4′-trifluoromethyl-biphenyl-3-yl]-pentanoic acid ethyl ester (24 mg, 0.05 mmol) in MeOH (1 mL) was added 3N NaOH (0.200 mL) and heated to 60° C. for 2 h. The reaction was concentrated in vacuo to remove MeOH. The thick liquid was acidified to pH 2 by 2N HCl. The resulting acidic solution was extracted with EtOAc. The organic fraction was dried (MgSO4) and concentrated in vacuo. The crude mixture was purified by Gilson reverse phase column ... Starting materials: COc1cc2nccc(Oc3ccc(NC(=O)C4(C(=O)Nc5ccc(F)cc5)CN(Cc5ccccc5)C4)cc3)c2cc1OC, CC(=O)O, CO. Yields the product COc1cc2nccc(Oc3ccc(NC(=O)C4(C(=O)Nc5ccc(F)cc5)CNC4)cc3)c2cc1OC. As a reaction SMILES: [CH3:1][O:2][c:3]1[cH:4][c:5]2[c:6]([O:15][c:16]3[cH:17][cH:18][c:19]([NH:22][C:23](=[O:24])[C:25]4([C:36](=[O:37])[NH:38][c:39]5[cH:40][cH:41][c:42]([F:45])[cH:43][cH:44]5)[CH2:26][N:27]([CH2:29][c:30]5[cH:31][cH:32][cH:33][cH:34][cH:35]5)[CH2:28]4)[cH:20][cH:21]3)[cH:7][cH:8][n:9][c:10]2[cH:11][c:12]1[O:13][CH3:14].[CH3:46][C:47](=[O:48])[OH:49].[CH3:50][OH:51]>>[CH3:1][O:2][c:3]1[cH:4][c:5]2[c:6]([O:15][c:16]3[cH:17][cH:18][c:19]([NH:22][C:23](=[O:24])[C:25]4([C:36](=[O:37])[NH:38][c:39]5[cH:40][cH:41][c:42]([F:45])[cH:43][cH:44]5)[CH2:26][NH:27][CH2:28]4)[cH:20][cH:21]3)[cH:7][cH:8][n:9][c:10]2[cH:11][c:12]1[O:13][CH3:14]. The reactants are CCn1cc(C(=O)O)c(=O)c2cc(Cl)c(N3CCNCC3)cc21, ClCCl, O=C(O)C(F)(F)F. Product: CCn1cc(C(=O)O)c(=O)c2cc(Cl)c(N3CCN(C(=O)C(F)(F)F)CC3)cc21. Reaction SMILES: [CH2:1]([CH3:2])[n:3]1[cH:4][c:5]([C:21](=[O:22])[OH:23])[c:6](=[O:20])[c:7]2[cH:8][c:9]([Cl:19])[c:10]([N:13]3[CH2:14][CH2:15][NH:16][CH2:17][CH2:18]3)[cH:11][c:12]12.[Cl:31][CH2:32][Cl:33].[OH:24][C:25](=[O:26])[C:27]([F:28])([F:29])[F:30]>>[CH2:1]([CH3:2])[n:3]1[cH:4][c:5]([C:21](=[O:22])[OH:23])[c:6](=[O:20])[c:7]2[cH:8][c:9]([Cl:19])[c:10]([N:13]3[CH2:14][CH2:15][N:16]([C:25](=[O:24])[C:27]([F:28])([F:29])[F:30])[CH2:17][CH2:18]3)[cH:11][c:12]12. The reactants are O=C([O-])[O-], C1COCCO1, CN1Cc2cnc3ccc(Cl)cc3c2N(c2ccc(N3CCN(C(=O)OC(C)(C)C)CC3)c(C(F)(F)F)c2)C1=O, [Na+], [Na+], OB(O)c1cnc2ccccc2c1. Product: CN1Cc2cnc3ccc(-c4cnc5ccccc5c4)cc3c2N(c2ccc(N3CCN(C(=O)OC(C)(C)C)CC3)c(C(F)(F)F)c2)C1=O. Reaction SMILES: [C:54](=[O:55])([O-:56])[O-:57].[CH2:60]1[O:61][CH2:62][CH2:63][O:64][CH2:65]1.[Cl:1][c:2]1[cH:3][c:4]2[c:5]3[c:6]([cH:7][n:8][c:9]2[cH:10][cH:11]1)[CH2:12][N:13]([CH3:40])[C:14](=[O:39])[N:15]3[c:16]1[cH:17][c:18]([C:35]([F:36])([F:37])[F:38])[c:19]([N:22]2[CH2:23][CH2:24][N:25]([C:28](=[O:29])[O:30][C:31]([CH3:32])([CH3:33])[CH3:34])[CH2:26][CH2:27]2)[cH:20][cH:21]1.[Na+:58].[Na+:59].[n:41]1[cH:42][c:43]([B:51]([OH:52])[OH:53])[cH:44][c:45]2[cH:46][cH:47][cH:48][cH:49][c:50]12>>[c:2]1(-[c:43]2[cH:42][n:41][c:50]3[c:45]([cH:44]2)[cH:46][cH:47][cH:48][cH:49]3)[cH:3][c:4]2[c:5]3[c:6]([cH:7][n:8][c:9]2[cH:10][cH:11]1)[CH2:12][N:13]([CH3:40])[C:14](=[O:39])[N:15]3[c:16]1[cH:17][c:18]([C:35]([F:36])([F:37])[F:38])[c:19]([N:22]2[CH2:23][CH2:24][N:25]([C:28](=[O:29])[O:30][C:31]([CH3:32])([CH3:33])[CH3:34])[CH2:26][CH2:27]2)[cH:20][cH:21]1. The reactants are CO, C[S-], [Cu], Nc1ccc(Br)nc1, [Na+]. Yields the product CSc1ccc(N)cn1. RXN SMILES: [CH3:12][OH:13].[CH3:9][S-:10].[Cu:14].[NH2:1][c:2]1[cH:3][cH:4][c:5]([Br:8])[n:6][cH:7]1.[Na+:11]>>[NH2:1][c:2]1[cH:3][cH:4][c:5]([S:10][CH3:9])[n:6][cH:7]1.